Dataset: the Open Reaction Database (ORD), a public repository of structured organic reaction records. Task: describe an organic reaction: reactants, conditions, products, and yield Solvent: C(C)O (ethanol), O (water). Procedure details: A mixture of 12.5 g of 5-chloro-3-(1,2,3,6-tetrahydropyridin-4-yl)-1H-indole, 120 ml of anhydrous dimethylformamide, 11.5 g of sodium carbonate and 6.5 ml of cyclopropylmethyl chloride was stirred for 24 hours under an inert atmosphere at 70° C. and was then cooled to 30° C. after which 300 ml of distilled water were added thereto while cooling in an ice bath. Precipitation occured and the mixture was stirred for 45 minutes, stood for 15 minutes and was then filtered. The product was washed 3 ti... Reaction conditions: temperature 70 celsius, time 24 hour. Product: ClC=1C=C2C(=CNC2=CC1)C=1CCN(CC1)CC1CC1 (5-chloro-3-(1-cyclopropylmethyl-1,2,3,6-tetrahydropyridin-4-yl)-1H-indole). The reactants are ClC=1C=C2C(=CNC2=CC1)C=1CCNCC1 (5-chloro-3-(1,2,3,6-tetrahydropyridin-4-yl)-1H-indole), CN(C=O)C (dimethylformamide), C([O-])([O-])=O.[Na+].[Na+] (sodium carbonate), C1(CC1)CCl (cyclopropylmethyl chloride). As a reaction SMILES: [Cl:1][C:2]1[CH:3]=[C:4]2[C:8](=[CH:9][CH:10]=1)[NH:7][CH:6]=[C:5]2[C:11]1[CH2:12][CH2:13][NH:14][CH2:15][CH:16]=1.CN(C)C=O.C(=O)([O-])[O-].[Na+].[Na+].[CH:28]1([CH2:31]Cl)[CH2:30][CH2:29]1>C(O)C.O>[Cl:1][C:2]1[CH:3]=[C:4]2[C:8](=[CH:9][CH:10]=1)[NH:7][CH:6]=[C:5]2[C:11]1[CH2:12][CH2:13][N:14]([CH2:31][CH:28]2[CH2:30][CH2:29]2)[CH2:15][CH:16]=1 |f:2.3.4|. The reactants are ClC1=CC=C(C=C1)OC(N(C)[C@@H]1CC[C@H](CC1)O)=O (trans-(4-Hydroxy-cyclohexyl)-methyl-carbamic acid 4-chloro-phenyl ester), BrCCCCCBr (1,5-dibromopentane). The product is ClC1=CC=C(C=C1)OC(N(C)[C@@H]1CC[C@H](CC1)OCCCCCBr)=O (trans-[4-(5-Bromo-pentyloxy)-cyclohexyl]-methyl-carbamic acid 4-chloro-phenyl ester). As a reaction SMILES: [Cl:1][C:2]1[CH:7]=[CH:6][C:5]([O:8][C:9](=[O:19])[N:10]([C@H:12]2[CH2:17][CH2:16][C@H:15]([OH:18])[CH2:14][CH2:13]2)[CH3:11])=[CH:4][CH:3]=1.[Br:20][CH2:21][CH2:22][CH2:23][CH2:24][CH2:25]Br>>[Cl:1][C:2]1[CH:3]=[CH:4][C:5]([O:8][C:9](=[O:19])[N:10]([C@H:12]2[CH2:17][CH2:16][C@H:15]([O:18][CH2:25][CH2:24][CH2:23][CH2:22][CH2:21][Br:20])[CH2:14][CH2:13]2)[CH3:11])=[CH:6][CH:7]=1. Procedure: In analogy to example 11.5, trans-(4-Hydroxy-cyclohexyl)-methyl-carbamic acid 4-chloro-phenyl ester and 1,5-dibromopentane were reacted to yield trans-[4-(5-Bromo-pentyloxy)-cyclohexyl]-methyl-carbamic acid 4-chloro-phenyl ester as yellow oil, MS: 433 (MH+, 1Br, 1Cl). The reactants are FC=1C(=NC2=CC=CC(=C2N1)C1=CC2=C(N=CNC2=O)N1)C (6-(3-fluoro-2-methylquinoxalin-5-yl)-3H-pyrrolo[2,3-d]pyrimidin-4(7H)-one), C(C)(C)(C)N (tert-butylamine). Solvent: CS(=O)C (DMSO). Product: C(C)(C)(C)NC=1C(=NC2=CC=CC(=C2N1)C1=CC2=C(N=CNC2=O)N1)C (6-(3-(tert-butylamino)-2-methylquinoxalin-5-yl)-3H-pyrrolo[2,3-d]pyrimidin-4(7H)-one). Isolated yield 18.2%. As a reaction SMILES: F[C:2]1[C:3]([CH3:22])=[N:4][C:5]2[C:10]([N:11]=1)=[C:9]([C:12]1[NH:21][C:15]3[N:16]=[CH:17][NH:18][C:19](=[O:20])[C:14]=3[CH:13]=1)[CH:8]=[CH:7][CH:6]=2.[C:23]([NH2:27])([CH3:26])([CH3:25])[CH3:24]>CS(C)=O>[C:23]([NH:27][C:2]1[C:3]([CH3:22])=[N:4][C:5]2[C:10]([N:11]=1)=[C:9]([C:12]1[NH:21][C:15]3[N:16]=[CH:17][NH:18][C:19](=[O:20])[C:14]=3[CH:13]=1)[CH:8]=[CH:7][CH:6]=2)([CH3:26])([CH3:25])[CH3:24]. Reported procedure: Prepared similarly to that described in Example 260 using 6-(3-fluoro-2-methylquinoxalin-5-yl)-3H-pyrrolo[2,3-d]pyrimidin-4(7H)-one (Example 264; 60 mg, 0.203 mmol) and tert-butylamine (0.214 mL, 2.032 mmol) in DMSO (2 mL) at RT for 30 min. The mixture was purified with rpHPLC (Phenomenex Gemini C18 column (100×50 mm, 10 μm), 90 mL/min, 5-40% ACN in water with 0.1% TFA) to give 6-(3-(tert-butylamino)-2-methylquinoxalin-5-yl)-3H-pyrrolo[2,3-d]pyrimidin-4(7H)-one (13.0 mg, 0.037 mmol, 18% yield) a...